Dataset: the Open Reaction Database (ORD), a public repository of structured organic reaction records. Task: describe an organic reaction: reactants, conditions, products, and yield The reactants are [Al+3], [H-], [H-], [H-], [H-], [H-], [Li+], [Na+], [Na+], C1CCOC1, O, O, O, O, O, O, O, O, O, O, O=S(=O)([O-])[O-], O=C(Nc1ncnc2nc[nH]c12)c1ccsc1. The product is c1nc(NCc2ccsc2)c2[nH]cnc2n1. Reaction SMILES: [Al+3:19].[H-:18].[H-:21].[H-:22].[H-:23].[H-:24].[Li+:20].[Na+:40].[Na+:41].[O:42]1[CH2:43][CH2:44][CH2:45][CH2:46]1.[OH2:25].[OH2:26].[OH2:27].[OH2:28].[OH2:29].[OH2:30].[OH2:31].[OH2:32].[OH2:33].[OH2:34].[S:35]([O-:36])([O-:37])(=[O:38])=[O:39].[cH:1]1[c:2]([C:6](=[O:7])[NH:8][c:9]2[c:10]3[nH:11][cH:12][n:13][c:14]3[n:15][cH:16][n:17]2)[cH:3][cH:4][s:5]1>>[cH:1]1[c:2]([CH2:6][NH:8][c:9]2[c:10]3[nH:11][cH:12][n:13][c:14]3[n:15][cH:16][n:17]2)[cH:3][cH:4][s:5]1. Starting materials: C1(CC1)S(=O)(=O)C(C(=O)O)C1=CC=CC=C1 (α-(cyclopropylsulfonyl)phenylacetic acid), C1CC(=O)N(C1=O)I (NIS). Yields the product C1(CC1)S(=O)(=O)C(C1=CC=CC=C1)I (α-iodobenzyl cyclopropyl sulfone). Isolated yield 32.0%. As a reaction SMILES: [CH:1]1([S:4]([CH:7]([C:11]2[CH:16]=[CH:15][CH:14]=[CH:13][CH:12]=2)C(O)=O)(=[O:6])=[O:5])[CH2:3][CH2:2]1.C1C(=O)N([I:24])C(=O)C1>>[CH:1]1([S:4]([CH:7]([I:24])[C:11]2[CH:16]=[CH:15][CH:14]=[CH:13][CH:12]=2)(=[O:6])=[O:5])[CH2:3][CH2:2]1. Procedure details: However, the use of these reagents as source of iodine for reactions of iodo-de-carboxylation are limited. Reaction of N-halosuccinimides with aryl acrylic and aryl propiolic acids gives 1-halo-2-aryl-1-alkenes and 1-halo-2-aryl-1-alkynes (J. Org. Chem. 2002, v. 67, 7861; J. Org. Chem. 1999, v. 64, 6896; J. Org. Chem. 1997, v. 62, 199; Tetrahedron 2000, v. 56, 1369). All the reactions occur in the presence of catalyst. Reaction of α-(cyclopropylsulfonyl)phenylacetic acid with NIS gives α-iodoben... Run in C(Cl)Cl (DCM). Conditions: time 4 hour. Yields the product [O-][N+]1=CC(=CC=C1)CNC(=O)C1=CC2=C(N(C=N2)C2=CC=C(C=C2)OCC2=CC=C(C=C2)OC(F)(F)F)C=C1 (N-[(1-oxidopyridin-3-yl)methyl]-1-(4-{[4-(trifluoromethoxy) benzyl]oxy}phenyl)-1H-benzimidazole-5-carboxamide). Reactants: N1=CC(=CC=C1)CNC(=O)C1=CC2=C(N(C=N2)C2=CC=C(C=C2)OCC2=CC=C(C=C2)OC(F)(F)F)C=C1 (N-Pyridin-3-ylmethyl-1-(4-{[4-(trifluoromethoxy)benzyl]oxy}phenyl)-1H-benzimidazole-5-carboxamide), ClC=1C=C(C(=O)OO)C=CC1 (m-chloroperoxybenzoic acid). Procedure: N-Pyridin-3-ylmethyl-1-(4-{[4-(trifluoromethoxy)benzyl]oxy}phenyl)-1H-benzimidazole-5-carboxamide (EXAMPLE 35, 31 mg, 0.060 mmol) was dissolved in DCM (3 mL) and treated with m-chloroperoxybenzoic acid (18 mg, 0.72 mmol) and the mixture stirred at rt for 4 h. After this time the mixture was concentrated in vacuo and the crude product purified by preparative HPLC to give the title compound. 1H NMR (CD3OD, 400 MHz): δ 4.63 (s, 2H), 5.21 (s, 2H), 7.24 (d, 2H, J=9.2 Hz), 7.31 (d, 2H, J=8.4 Hz), 7.51... RXN SMILES: [N:1]1[CH:6]=[CH:5][CH:4]=[C:3]([CH2:7][NH:8][C:9]([C:11]2[CH:38]=[CH:37][C:14]3[N:15]([C:18]4[CH:23]=[CH:22][C:21]([O:24][CH2:25][C:26]5[CH:31]=[CH:30][C:29]([O:32][C:33]([F:36])([F:35])[F:34])=[CH:28][CH:27]=5)=[CH:20][CH:19]=4)[CH:16]=[N:17][C:13]=3[CH:12]=2)=[O:10])[CH:2]=1.ClC1C=C(C=CC=1)C(OO)=[O:44]>C(Cl)Cl>[O-:44][N+:1]1[CH:6]=[CH:5][CH:4]=[C:3]([CH2:7][NH:8][C:9]([C:11]2[CH:38]=[CH:37][C:14]3[N:15]([C:18]4[CH:23]=[CH:22][C:21]([O:24][CH2:25][C:26]5[CH:31]=[CH:30][C:29]([O:32][C:33]([F:36])([F:34])[F:35])=[CH:28][CH:27]=5)=[CH:20][CH:19]=4)[CH:16]=[N:17][C:13]=3[CH:12]=2)=[O:10])[CH:2]=1. Reactants: CCCC[N+](CCCC)(CCCC)CCCC.[F-] (TBAF), C1=NC=CC2=CC(=CC=C12)NC(C(CO[Si](C(C)C)(C(C)C)C(C)C)C1=CC=CC=C1)=O (N-(isoquinolin-6-yl)-2-phenyl-3-(triisopropylsilyloxy)propanamide), EtOAc NH4Cl(sat). The solvent is C1CCOC1 (THF). Run at temperature 0 celsius, time 3 hour. The product is OCC(C(=O)NC=1C=C2C=CN=CC2=CC1)C1=CC=CC=C1 (3-hydroxy-N-(isoquinolin-6-yl)-2-phenylpropanamide). Reaction SMILES: [CH:1]1[C:10]2[C:5](=[CH:6][C:7]([NH:11][C:12](=[O:32])[CH:13]([C:26]3[CH:31]=[CH:30][CH:29]=[CH:28][CH:27]=3)[CH2:14][O:15][Si](C(C)C)(C(C)C)C(C)C)=[CH:8][CH:9]=2)[CH:4]=[CH:3][N:2]=1.CCCC[N+](CCCC)(CCCC)CCCC.[F-]>C1COCC1>[OH:15][CH2:14][CH:13]([C:26]1[CH:31]=[CH:30][CH:29]=[CH:28][CH:27]=1)[C:12]([NH:11][C:7]1[CH:6]=[C:5]2[C:10](=[CH:9][CH:8]=1)[CH:1]=[N:2][CH:3]=[CH:4]2)=[O:32] |f:1.2|. Reported procedure: To N-(isoquinolin-6-yl)-2-phenyl-3-(triisopropylsilyloxy)propanamide (E401) in THF cooled to 0° C. was added TBAF and this solution was stirred for 3 h at 0° C. The mixture was poured into EtOAc/NH4Cl(sat) and washed with NH4Cl(sat). The organics were dried (Na2SO4), filtered, and evaporated. Column chromatography (0-10% MeOH/CH2Cl2) gave pure 3-hydroxy-N-(isoquinolin-6-yl)-2-phenylpropanamide (E402). Starting materials: COc1cc(F)ccc1C(=O)c1ccccc1C(=O)O, O=S(Cl)Cl, c1ccncc1, c1ccccc1. Product: COc1cc(F)ccc1C(=O)c1ccccc1C(=O)Cl. Reaction SMILES: [F:5][c:6]1[cH:7][c:8]([O:23][CH3:24])[c:9]([C:10](=[O:11])[c:12]2[c:13]([C:14](=[O:15])[OH:16])[cH:17][cH:18][cH:19][cH:20]2)[cH:21][cH:22]1.[S:1]([Cl:2])([Cl:3])=[O:4].[cH:25]1[cH:26][cH:27][n:28][cH:29][cH:30]1.[cH:31]1[cH:32][cH:33][cH:34][cH:35][cH:36]1>>[Cl:3][C:14]([c:13]1[c:12]([C:10]([c:9]2[c:8]([O:23][CH3:24])[cH:7][c:6]([F:5])[cH:22][cH:21]2)=[O:11])[cH:20][cH:19][cH:18][cH:17]1)=[O:15]. Starting materials: ClC1=CC=C(CNCCC)C=C1 (N-4-chlorobenzyl-N-propylamine), C(=O)(Cl)Cl (phosgene), C(=O)(Cl)Cl (phosgene). Solvent: C(C)(=O)OCC (ethyl acetate), C(C)(=O)OCC (ethyl acetate). Product: ClC1=CC=C(CN(C(=O)Cl)CCC)C=C1 (N-4-chlorobenzyl-N-propylcarbamoyl chloride). As a reaction SMILES: [Cl:1][C:2]1[CH:12]=[CH:11][C:5]([CH2:6][NH:7][CH2:8][CH2:9][CH3:10])=[CH:4][CH:3]=1.[C:13](Cl)([Cl:15])=[O:14]>C(OCC)(=O)C>[Cl:1][C:2]1[CH:3]=[CH:4][C:5]([CH2:6][N:7]([CH2:8][CH2:9][CH3:10])[C:13]([Cl:15])=[O:14])=[CH:11][CH:12]=1. Procedure details: A solution of 25.2 g. N-4-chlorobenzyl-N-propylamine in 150 ml. ethyl acetate was added to 150 ml. ethyl acetate under reflux whilst phosgene was passed through. The passage of phosgene was continued for 21/2 hours, after which the ethyl acetate was evaporated to give an oily product. Distillation gave N-4-chlorobenzyl-N-propylcarbamoyl chloride, an oil b.p. 162°-164° C./4.0 mm. Hg. Reactants: Cl.CN1CCC(CC1)C(=O)C1=NC=CC=C1CCC1=CC(=CC=C1)Cl ((1-Methyl-4-piperidinyl)[3-[ 2-(3-chlorophenyl)ethyl]-2-pyridinyl]methanone hydrochloride), FC(S(=O)(=O)O)(F)F (trifluoromethanesulfonic acid). Yields the product ClC=1C=CC2=C(CCC=3C(=NC=CC3)C2=C2CCN(CC2)C)C1 (8-Chloro-6,11-dihydro-11-(1-methyl-4-piperidylidene)-5H-benzo[5,6]cyclohepta[1,2-b]pyridine). RXN SMILES: Cl.[CH3:2][N:3]1[CH2:8][CH2:7][CH:6]([C:9]([C:11]2[C:16]([CH2:17][CH2:18][C:19]3[CH:24]=[CH:23][CH:22]=[C:21]([Cl:25])[CH:20]=3)=[CH:15][CH:14]=[CH:13][N:12]=2)=O)[CH2:5][CH2:4]1.FC(F)(F)S(O)(=O)=O>>[Cl:25][C:21]1[CH:22]=[CH:23][C:24]2[C:9](=[C:6]3[CH2:7][CH2:8][N:3]([CH3:2])[CH2:4][CH2:5]3)[C:11]3=[N:12][CH:13]=[CH:14][CH:15]=[C:16]3[CH2:17][CH2:18][C:19]=2[CH:20]=1 |f:0.1|. Procedure: A solution of 177 g (0.49 mole) of a product of Step D above in 480 mL (814.1 g, 5.31 mole) of trifluoromethanesulfonic acid at 90°-95° C. for 18 hours under nitrogen. Completeness of the reaction is determined by thin-layer chromatography. The cooled reaction is quenched with ice-water and the pH is adjusted to 6 with barium carbonate. The product is extracted into methylene chloride, which is concentrated under reduced pressure to about 1 liter and washed with water. The product is extracted i... Starting materials: CC(C)C(N)C(=O)OCCC(COC(=O)C(N)C(C)C)Cn1cnc2c(=O)[nH]c(N)nc21, [Na+], [OH-], O=C(O)C(F)(F)F. Yields the product CC(C)C(N)C(=O)OCC(CCO)Cn1cnc2c(=O)[nH]c(N)nc21. Reaction SMILES: [NH2:1][CH:2]([C:3](=[O:4])[O:8][CH2:9][CH2:10][CH:11]([CH2:12][n:13]1[c:14]2[n:15][c:16]([NH2:23])[nH:17][c:18](=[O:22])[c:19]2[n:20][cH:21]1)[CH2:24][O:25][C:26]([CH:27]([NH2:28])[CH:29]([CH3:30])[CH3:31])=[O:32])[CH:5]([CH3:6])[CH3:7].[Na+:34].[OH-:33].[OH:35][C:36]([C:37]([F:38])([F:39])[F:40])=[O:41]>>[OH:8][CH2:9][CH2:10][CH:11]([CH2:12][n:13]1[c:14]2[n:15][c:16]([NH2:23])[nH:17][c:18](=[O:22])[c:19]2[n:20][cH:21]1)[CH2:24][O:25][C:26]([CH:27]([NH2:28])[CH:29]([CH3:30])[CH3:31])=[O:32]. The reactants are BrCC1CCCCC1, Cc1ccc(O)cc1O. The product is Cc1ccc(OCC2CCCCC2)cc1O. Reaction SMILES: [Br:10][CH2:11][CH:12]1[CH2:13][CH2:14][CH2:15][CH2:16][CH2:17]1.[CH3:1][c:2]1[c:3]([OH:9])[cH:4][c:5]([OH:8])[cH:6][cH:7]1>>[CH3:1][c:2]1[c:3]([OH:9])[cH:4][c:5]([O:8][CH2:11][CH:12]2[CH2:13][CH2:14][CH2:15][CH2:16][CH2:17]2)[cH:6][cH:7]1.